describe an organic reaction: reactants, conditions, products, and yield From a dataset of the Open Reaction Database (ORD), a public repository of structured organic reaction records. The reactants are CCOC(C)=O, O=C=NC(=O)c1c(Cl)cccc1Cl, Nc1ccc(C(F)(F)F)cn1. Yields the product O=C(NC(=O)c1c(Cl)cccc1Cl)Nc1ccc(C(F)(F)F)cn1. As a reaction SMILES: [CH3:25][CH2:26][O:27][C:28](=[O:29])[CH3:30].[Cl:1][c:2]1[c:3]([C:4](=[O:5])[N:6]=[C:7]=[O:8])[c:9]([Cl:13])[cH:10][cH:11][cH:12]1.[F:14][C:15]([c:16]1[cH:17][cH:18][c:19]([NH2:22])[n:20][cH:21]1)([F:23])[F:24]>>[Cl:1][c:2]1[c:3]([C:4](=[O:5])[NH:6][C:7](=[O:8])[NH:22][c:19]2[cH:18][cH:17][c:16]([C:15]([F:14])([F:23])[F:24])[cH:21][n:20]2)[c:9]([Cl:13])[cH:10][cH:11][cH:12]1. The reactants are BrC=1C(=C(NC1SC1=CC(=C(C=C1)Cl)Cl)C1=CC=C(C=C1)Cl)C#N (4-bromo-2-(p-chlorophenyl)-5-[(3,4-dichlorophenyl)thio]pyrrole-3-carbonitrile), CC(C)([O-])C.[K+] (potassium tert-butoxide), C(C)OCCl (chloromethyl ethyl ether). Run in C(C)(=O)OCC (ethyl acetate), O1CCCC1 (tetrahydrofuran). Run at time 8 hour. Product: BrC=1C(=C(N(C1SC1=CC(=C(C=C1)Cl)Cl)COCC)C1=CC=C(C=C1)Cl)C#N (4-Bromo-2-(p-chlorophenyl)-5-[(3,4-dichlorophenyl)thio]-1-(ethoxymethyl)pyrrole-3-carbonitrile). Yield: 76.6%. As a reaction SMILES: [Br:1][C:2]1[C:3]([C:23]#[N:24])=[C:4]([C:16]2[CH:21]=[CH:20][C:19]([Cl:22])=[CH:18][CH:17]=2)[NH:5][C:6]=1[S:7][C:8]1[CH:13]=[CH:12][C:11]([Cl:14])=[C:10]([Cl:15])[CH:9]=1.CC(C)([O-])C.[K+].[CH2:31]([O:33][CH2:34]Cl)[CH3:32]>O1CCCC1.C(OCC)(=O)C>[Br:1][C:2]1[C:3]([C:23]#[N:24])=[C:4]([C:16]2[CH:17]=[CH:18][C:19]([Cl:22])=[CH:20][CH:21]=2)[N:5]([CH2:34][O:33][CH2:31][CH3:32])[C:6]=1[S:7][C:8]1[CH:13]=[CH:12][C:11]([Cl:14])=[C:10]([Cl:15])[CH:9]=1 |f:1.2|. Procedure: A solution of 4-bromo-2-(p-chlorophenyl)-5-[(3,4-dichlorophenyl)thio]pyrrole-3-carbonitrile (0.644 g, 1.40 mmol) and potassium tert-butoxide (0.173 g, 1.54 mmol) in tetrahydrofuran is stirred at room temperature for 30 minutes, treated with chloromethyl ethyl ether (0.16 mL, 1.54 mmol), stirred overnight at room temperature, diluted with ethyl acetate, washed with water, dried over anhydrous sodium sulfate and concentrated in vacuo to obtain a solid. The solid is recrystallized from an ethyl ace... The reactants are ClC1=NC=NC2=CC(=C(C=C12)O)OC (4-chloro-7-methoxyquinazolin-6-ol), C1(=CC=CC=C1)P(C1=CC=CC=C1)C1=CC=CC=C1 (triphenylphosphine), CCOC(=O)/N=N/C(=O)OCC (DEAD), O[C@@H]1C[C@H](N(CC1)C(=O)OC(C)(C)C)C(=O)OC (1-tert-butyl 2-methyl (2S,4S)-4-hydroxypiperidine-1,2-dicarboxylate). The solvent is C(Cl)Cl (DCM), C(Cl)Cl (DCM). Product: ClC1=NC=NC2=CC(=C(C=C12)O[C@H]1C[C@H](N(CC1)C(=O)OC(C)(C)C)C(=O)OC)OC (1-tert-butyl 2-methyl (2S,4R)-4-[(4-chloro-7-methoxyquinazolin-6-yl)oxy]piperidine-1,2-dicarboxylate). Isolated yield 79.0%. Reaction SMILES: CCOC(/N=N/C(OCC)=O)=O.[Cl:13][C:14]1[C:23]2[C:18](=[CH:19][C:20]([O:25][CH3:26])=[C:21]([OH:24])[CH:22]=2)[N:17]=[CH:16][N:15]=1.O[C@H:28]1[CH2:33][CH2:32][N:31]([C:34]([O:36][C:37]([CH3:40])([CH3:39])[CH3:38])=[O:35])[C@H:30]([C:41]([O:43][CH3:44])=[O:42])[CH2:29]1.C1(P(C2C=CC=CC=2)C2C=CC=CC=2)C=CC=CC=1>C(Cl)Cl>[Cl:13][C:14]1[C:23]2[C:18](=[CH:19][C:20]([O:25][CH3:26])=[C:21]([O:24][C@@H:28]3[CH2:33][CH2:32][N:31]([C:34]([O:36][C:37]([CH3:38])([CH3:39])[CH3:40])=[O:35])[C@H:30]([C:41]([O:43][CH3:44])=[O:42])[CH2:29]3)[CH:22]=2)[N:17]=[CH:16][N:15]=1. Reported procedure: A solution of DEAD (0.329 ml, 2.08 mmol) in DCM (2 ml) was added to as stirred suspension of 4-chloro-7-methoxyquinazolin-6-ol (283 mg, 1.74 mmol prepared as described in Example 16 of WO03/082831),1-tert-butyl 2-methyl (2S,4S)-4-hydroxypiperidine-1,2-dicarboxylate (11) (450 mg, 2.08 mmol) and triphenylphosphine (547 mg, 2.098 mmol) in DCM (10 ml), such that the internal temperature remained <30° C. The reaction mixture was stirred overnight and evaporated to dryness. The residues were purified ...